Dataset: the Open Reaction Database (ORD), a public repository of structured organic reaction records. Task: describe an organic reaction: reactants, conditions, products, and yield Starting materials: C(C)(=O)SCC(=O)N1[C@@H](C=C(C1)CC1=CC=CC=C1)C(=O)O ((2S)-1-[2-(Acetylthio)-1-oxoethyl]-2,5-dihydro-4-(phenylmethyl)-1H-pyrrole-2-carboxylic acid), N (ammonia). The product is SCC(=O)N1[C@@H](C=C(C1)CC1=CC=CC=C1)C(=O)O ((2S)-2,5-dihydro-1-(2-mercapto-1-oxoethyl)-4-(phenylmethyl)-1H-pyrrole-2-carboxylic acid). Reaction SMILES: C([S:4][CH2:5][C:6]([N:8]1[CH2:12][C:11]([CH2:13][C:14]2[CH:19]=[CH:18][CH:17]=[CH:16][CH:15]=2)=[CH:10][C@H:9]1[C:20]([OH:22])=[O:21])=[O:7])(=O)C.N>>[SH:4][CH2:5][C:6]([N:8]1[CH2:12][C:11]([CH2:13][C:14]2[CH:19]=[CH:18][CH:17]=[CH:16][CH:15]=2)=[CH:10][C@H:9]1[C:20]([OH:22])=[O:21])=[O:7]. Procedure: The product from part (b) is treated with concentrated ammonia according to the procedure of Example 4 to yield (2S)-2,5-dihydro-1-(2-mercapto-1-oxoethyl)-4-(phenylmethyl)-1H-pyrrole-2-carboxylic acid. Reactants: [Br-], CCc1cc(Br)c(C)nc1OC, CCCC[Mg+], [Li]CCCC, COC(=O)OC, Cc1ccccc1, CCCCCC, C1CCOC1. Yields the product CCc1cc(C(=O)OC)c(C)nc1OC. Reaction SMILES: [Br-:12].[Br:18][c:19]1[c:20]([CH3:29])[n:21][c:22]([O:27][CH3:28])[c:23]([CH2:25][CH3:26])[cH:24]1.[CH2:13]([Mg+:14])[CH2:15][CH2:16][CH3:17].[CH2:1]([Li:2])[CH2:3][CH2:4][CH3:5].[CH3:30][O:31][C:32](=[O:33])[O:34][CH3:35].[CH3:36][c:37]1[cH:38][cH:39][cH:40][cH:41][cH:42]1.[CH3:6][CH2:7][CH2:8][CH2:9][CH2:10][CH3:11].[O:43]1[CH2:44][CH2:45][CH2:46][CH2:47]1>>[c:19]1([C:32]([O:31][CH3:30])=[O:33])[c:20]([CH3:29])[n:21][c:22]([O:27][CH3:28])[c:23]([CH2:25][CH3:26])[cH:24]1. Reactants: C(#N)C=1C=NN(C1C=1C=C(C(=O)OC)C=CC1C)COCC[Si](C)(C)C (methyl 3-(4-cyano-1-((2-(trimethylsilyl)ethoxy)methyl)-1H-pyrazol-5-yl)-4-methylbenzoate), C(#N)C=1C=NN(C1C=1C=C(C(=O)OC)C=CC1C)COCC[Si](C)(C)C (methyl 3-(4-cyano-1-((2-(trimethylsilyl)ethoxy)methyl)-1H-pyrazol-5-yl)-4-methylbenzoate). Solvent: FC(C(=O)O)(F)F (trifluoroacetic acid), C(C)[SiH](CC)CC (triethylsilane). Run at time 4 hour. The product is C(#N)C=1C=NNC1C=1C=C(C(=O)OC)C=CC1C (Methyl 3-(4-cyano-1H-pyrazol-5-yl)-4-methylbenzoate). Isolated yield 48.7%. RXN SMILES: [C:1]([C:3]1[CH:4]=[N:5][N:6](COCC[Si](C)(C)C)[C:7]=1[C:8]1[CH:9]=[C:10]([CH:15]=[CH:16][C:17]=1[CH3:18])[C:11]([O:13][CH3:14])=[O:12])#[N:2]>C([SiH](CC)CC)C.FC(F)(F)C(O)=O>[C:1]([C:3]1[CH:4]=[N:5][NH:6][C:7]=1[C:8]1[CH:9]=[C:10]([CH:15]=[CH:16][C:17]=1[CH3:18])[C:11]([O:13][CH3:14])=[O:12])#[N:2]. Procedure: Into a 50-mL round-bottom flask, was placed a solution of methyl 3-(4-cyano-1-((2-(trimethylsilyl)ethoxy)methyl)-1H-pyrazol-5-yl)-4-methylbenzoate (compound 256.3, 1.9 g, 5.11 mmol) in triethylsilane (4 mL) and trifluoroacetic acid (8 mL). The resulting solution was stirred for 4 h at room temperature, then concentrated under reduced pressure. The pH of the residue was carefully adjusted to 7-8 with aqueous sodium bicarbonate (sat.), then the aqueous phase was extracted with ethyl acetate (2×100...